This data is from the Open Reaction Database (ORD), a public repository of structured organic reaction records. The task is: describe an organic reaction: reactants, conditions, products, and yield Reactants: O=[N+]([O-])c1ccc(CBr)cc1OCc1ccccc1, C1CCOC1, C[Si](C)(C)[N-][Si](C)(C)C, CCOC(C)=O, [Cl-], [Li+], [NH4+], O=C(CCc1ccccc1)c1ccccc1. The product is O=C(c1ccccc1)C(Cc1ccccc1)Cc1ccc([N+](=O)[O-])c(OCc2ccccc2)c1. Reaction SMILES: [CH2:27]([c:28]1[cH:29][cH:30][cH:31][cH:32][cH:33]1)[O:34][c:35]1[c:36]([N+:43](=[O:44])[O-:45])[cH:37][cH:38][c:39]([CH2:41][Br:42])[cH:40]1.[CH2:48]1[O:49][CH2:50][CH2:51][CH2:52]1.[CH3:18][Si:19]([N-:20][Si:21]([CH3:22])([CH3:23])[CH3:24])([CH3:25])[CH3:26].[CH3:53][CH2:54][O:55][C:56]([CH3:57])=[O:58].[Cl-:46].[Li+:17].[NH4+:47].[c:1]1([C:7]([CH2:8][CH2:9][c:10]2[cH:11][cH:12][cH:13][cH:14][cH:15]2)=[O:16])[cH:2][cH:3][cH:4][cH:5][cH:6]1>>[c:1]1([C:7]([CH:8]([CH2:9][c:10]2[cH:11][cH:12][cH:13][cH:14][cH:15]2)[CH2:41][c:39]2[cH:38][cH:37][c:36]([N+:43](=[O:44])[O-:45])[c:35]([O:34][CH2:27][c:28]3[cH:29][cH:30][cH:31][cH:32][cH:33]3)[cH:40]2)=[O:16])[cH:2][cH:3][cH:4][cH:5][cH:6]1.